describe an organic reaction: reactants, conditions, products, and yield From a dataset of the Open Reaction Database (ORD), a public repository of structured organic reaction records. Starting materials: C(C)(C)(C)[Li] (tert.butyllithium), C(C)(C)(C)OC(=O)NC1=CC(=C(C=C1)F)F (N-(tert.butoxycarbonyl)-3,4-difluoroaniline), O (water), C(=O)=O (dry ice). The solvent is O1CCCC1 (tetrahydrofuran). The product is C(C)(C)(C)OC(=O)NC1=C(C(=O)O)C(=C(C=C1)F)F (2-(tert.-butoxycarbonyl)amino-5,6-difluorobenzoic acid). Isolated yield 76.1%. Reaction SMILES: C([Li])(C)(C)C.[C:6]([O:10][C:11]([NH:13][C:14]1[CH:19]=[CH:18][C:17]([F:20])=[C:16]([F:21])[CH:15]=1)=[O:12])([CH3:9])([CH3:8])[CH3:7].[C:22](=[O:24])=[O:23].O>O1CCCC1>[C:6]([O:10][C:11]([NH:13][C:14]1[CH:19]=[CH:18][C:17]([F:20])=[C:16]([F:21])[C:15]=1[C:22]([OH:24])=[O:23])=[O:12])([CH3:9])([CH3:7])[CH3:8]. Procedure details: 400 ml (600 mmol) of tert.butyllithium (1.5M in pentane) were added dropwise within 1 hour to a solution, cooled to -70°, of 57.2 g (250 mmol) of N-(tert.butoxycarbonyl)-3,4-difluoroaniline in 500 ml of tetrahydrofuran. Subsequently, 160 g of dry ice were added in small portions to the yellow suspension, the mixture was left to warm to 0° and 400 ml of water were added dropwise. The tetrahydrofuran and the pentane were distilled off and the aqueous phase was washed twice with ether and subsequen... Reactants: C=CCC(CC=C)(C(N)=O)C(CC(C)C)C(=O)NC1N=C(c2ccccc2)c2ccccc2N(C)C1=O, Cc1ccccc1, ClCCl. Product: CC(C)CC(C(=O)NC1N=C(c2ccccc2)c2ccccc2N(C)C1=O)C1(C(N)=O)CC=CC1. RXN SMILES: [CH2:1]([CH:2]=[CH2:37])[C:4]([C:5](=[O:6])[NH2:7])([CH:8]([C:9](=[O:10])[NH:11][CH:12]1[N:13]=[C:14]([c:25]2[cH:26][cH:27][cH:28][cH:29][cH:30]2)[c:15]2[c:16]([cH:21][cH:22][cH:23][cH:24]2)[N:17]([CH3:20])[C:18]1=[O:19])[CH2:31][CH:32]([CH3:33])[CH3:34])[CH2:35][CH:36]=[CH2:3].[CH3:38][c:39]1[cH:40][cH:41][cH:42][cH:43][cH:44]1.[Cl:45][CH2:46][Cl:47]>>[CH2:1]1[CH:2]=[CH:36][CH2:35][C:4]1([C:5](=[O:6])[NH2:7])[CH:8]([C:9](=[O:10])[NH:11][CH:12]1[N:13]=[C:14]([c:25]2[cH:26][cH:27][cH:28][cH:29][cH:30]2)[c:15]2[c:16]([cH:21][cH:22][cH:23][cH:24]2)[N:17]([CH3:20])[C:18]1=[O:19])[CH2:31][CH:32]([CH3:33])[CH3:34]. Reactants: COC([C@@H](NC([C@@H](N)CC(O)=O)=O)CC1=CC=CC=C1)=O (α-L-aspartyl-L-phenylalanine methyl ester), C([O-])(O)=O.[Na+] (sodium bicarbonate), Cl (hydrochloric acid), N-benzyloxycarbonyl-D-alanine N-hydroxysuccinimide ester, C(C)(=O)OCC (ethyl acetate), C(C)(=O)OCC (ethyl acetate). Run in O (water), O1CCOCC1 (dioxane), O (water). Conditions: time 5 hour. Product: COC([C@@H](NC([C@@H](NC([C@H](NC(=O)OCC1=CC=CC=C1)C)=O)CC(O)=O)=O)CC1=CC=CC=C1)=O (N-Benzyloxycarbonyl-D-alanyl-α-L-aspartyl-L-phenylalanine methyl ester). Reaction SMILES: [CH3:1][O:2][C:3](=[O:21])[C@H:4]([CH2:14][C:15]1[CH:20]=[CH:19][CH:18]=[CH:17][CH:16]=1)[NH:5][C:6](=[O:13])[C@H:7]([CH2:9][C:10](=[O:12])[OH:11])[NH2:8].[C:22](=[O:25])(O)[O-].[Na+].Cl.[C:28]([O:31][CH2:32][CH3:33])(=[O:30])C>O.O1CCOCC1>[CH3:1][O:2][C:3](=[O:21])[C@H:4]([CH2:14][C:15]1[CH:16]=[CH:17][CH:18]=[CH:19][CH:20]=1)[NH:5][C:6](=[O:13])[C@H:7]([CH2:9][C:10](=[O:11])[OH:12])[NH:8][C:22](=[O:25])[C@@H:4]([CH3:3])[NH:5][C:28]([O:31][CH2:32][C:33]1[CH:19]=[CH:20][CH:15]=[CH:16][CH:17]=1)=[O:30] |f:1.2|. Procedure details: In 50 ml of water were dissolved 2.4 g of α-L-aspartyl-L-phenylalanine methyl ester and 0.7 g of sodium bicarbonate. A solution of 1.9 g of N-benzyloxycarbonyl-D-alanine N-hydroxysuccinimide ester in 50 ml of dioxane was added to the solution. The mixture was stirred at room temperature for 5 hours. After the pH was adjusted to 2.5 with 6N hydrochloric acid, 150 ml of ethyl acetate was added to the mixture. The separated ethyl acetate layer was wahsed with water and a saturated sodium chloride a... Starting materials: C(CCC(=O)C)(=O)O[C@H]1[C@@H](O[C@H]([C@@H]([C@H]1OCC1=CC=CC=C1)OCC1=CC=CC=C1)C)O[C@H]1[C@H]([C@H](OCC=C)O[C@H]([C@@H]1O[C@@H]1[C@H](OCC2=CC=CC=C2)[C@@H](OCC2=CC=CC=C2)[C@H](OCC2=CC=CC=C2)[C@H](O1)COCC1=CC=CC=C1)C)OC(C1=CC=CC=C1)=O (Allyl (2-O-levulinoyl-3,4-di-O-benzyl-α-L-rhamnopyranosyl)-(1→3)-[2,3,4,6-tetra-O-benzyl-α-D-glucopyranosyl-(1→4)]-2-O-benzoyl-α-L-rhamnopyranoside), solution, NN (hydrazine), CC(=O)C (Acetone). The yield is 94.0%. Procedure: The trisaccharide 215 (200 mg, 0.16 mmol) was treated with 0.4 mL of a solution 1 M of hydrazine (100 mg) diluted in a mixture of pyridine (1.6 mL) and acetic acid (0.4 mL) at rt. The solution was stirred during 20 min. Acetone (1.2 mL) was added and the solution was concentrated. The residue was eluted from a column of silica gel with 98.5:1.5 DCM-EtOAc to give 216 (174 mg) as a foam. Although, contaminated with hydrazine salts, the 1H NMR spectrum showed that compound 216 had NMR data identica... RXN SMILES: C([O:8][C@@H:9]1[C@H:14]([O:15][CH2:16][C:17]2[CH:22]=[CH:21][CH:20]=[CH:19][CH:18]=2)[C@@H:13]([O:23][CH2:24][C:25]2[CH:30]=[CH:29][CH:28]=[CH:27][CH:26]=2)[C@H:12]([CH3:31])[O:11][C@H:10]1[O:32][C@@H:33]1[C@@H:42]([O:43][C@H:44]2[O:73][C@H:72]([CH2:74][O:75][CH2:76][C:77]3[CH:82]=[CH:81][CH:80]=[CH:79][CH:78]=3)[C@@H:63]([O:64][CH2:65][C:66]3[CH:71]=[CH:70][CH:69]=[CH:68][CH:67]=3)[C@H:54]([O:55][CH2:56][C:57]3[CH:62]=[CH:61][CH:60]=[CH:59][CH:58]=3)[C@H:45]2[O:46][CH2:47][C:48]2[CH:53]=[CH:52][CH:51]=[CH:50][CH:49]=2)[C@H:41]([CH3:83])[O:40][C@@H:35]([O:36][CH2:37][CH:38]=[CH2:39])[C@@H:34]1[O:84][C:85](=[O:92])[C:86]1[CH:91]=[CH:90][CH:89]=[CH:88][CH:87]=1)(=O)CCC(C)=O.NN.CC(C)=O>N1C=CC=CC=1.C(O)(=O)C>[CH2:16]([O:15][C@@H:14]1[C@@H:13]([O:23][CH2:24][C:25]2[CH:30]=[CH:29][CH:28]=[CH:27][CH:26]=2)[C@H:12]([CH3:31])[O:11][C@@H:10]([O:32][C@@H:33]2[C@@H:42]([O:43][C@H:44]3[O:73][C@H:72]([CH2:74][O:75][CH2:76][C:77]4[CH:78]=[CH:79][CH:80]=[CH:81][CH:82]=4)[C@@H:63]([O:64][CH2:65][C:66]4[CH:67]=[CH:68][CH:69]=[CH:70][CH:71]=4)[C@H:54]([O:55][CH2:56][C:57]4[CH:62]=[CH:61][CH:60]=[CH:59][CH:58]=4)[C@H:45]3[O:46][CH2:47][C:48]3[CH:53]=[CH:52][CH:51]=[CH:50][CH:49]=3)[C@H:41]([CH3:83])[O:40][C@@H:35]([O:36][CH2:37][CH:38]=[CH2:39])[C@@H:34]2[O:84][C:85](=[O:92])[C:86]2[CH:91]=[CH:90][CH:89]=[CH:88][CH:87]=2)[C@@H:9]1[OH:8])[C:17]1[CH:18]=[CH:19][CH:20]=[CH:21][CH:22]=1. Product: C(C1=CC=CC=C1)O[C@H]1[C@H]([C@@H](O[C@H]([C@@H]1OCC1=CC=CC=C1)C)O[C@H]1[C@H]([C@H](OCC=C)O[C@H]([C@@H]1O[C@@H]1[C@H](OCC2=CC=CC=C2)[C@@H](OCC2=CC=CC=C2)[C@H](OCC2=CC=CC=C2)[C@H](O1)COCC1=CC=CC=C1)C)OC(C1=CC=CC=C1)=O)O (Allyl (3,4-di-O-benzyl-α-L-rhamnopyranosyl)-(1→3)-[2,3,4,6-tetra-O-benzyl-α-D-glucopyranosyl-(1→4)]-2-O-benzoyl-α-L-rhamnopyranoside). Conditions: time 20 minute. Solvent: N1=CC=CC=C1 (pyridine), C(C)(=O)O (acetic acid). The reactants are C(#N)CC1CCN(CC1)C=O (4-cyanomethyl piperidine-1-carboxaldehyde), C1(=CC=C(C=C1)S(=O)(=O)O)C.NCCCN (1,3-diaminopropane mono p-toluenesulfonate), [O-]CC.[Na+] (sodium ethoxide). Run in C(C)O (ethanol). Run at temperature 200 celsius. Product: N1CCC(CC1)CC=1NCCCN1 (1,4,5,6-tetrahydro-2-[(4-piperidinyl)methyl]-pyrimidine). Yield: 56.7%. RXN SMILES: [C:1]([CH2:3][CH:4]1[CH2:9][CH2:8][N:7](C=O)[CH2:6][CH2:5]1)#[N:2].C1(C)C=CC(S(O)(=O)=O)=CC=1.[NH2:23][CH2:24][CH2:25][CH2:26]N.[O-]CC.[Na+]>C(O)C>[NH:7]1[CH2:6][CH2:5][CH:4]([CH2:3][C:1]2[NH:2][CH2:26][CH2:25][CH2:24][N:23]=2)[CH2:9][CH2:8]1 |f:1.2,3.4|. Procedure: A mixture of 4-cyanomethyl piperidine-1-carboxaldehyde (4. g, 0.026M) and 1,3-diaminopropane mono p-toluenesulfonate (7.3 g, 0.052M) was heated at 100° C. for 1/2 hrs and 200° C. for 2 hrs. The reaction mixture was dissolved in ethanol (50 ml) and sodium ethoxide (0.052M) was added. The mixture was filtered and the filtrate was stripped to dryness and distilled from about 170° to about 190° C./0.2 mmHg to yield 1,4,5,6-tetrahydro-2-[(4-piperidinyl)methyl]-pyrimidine (2.7 g, 56.7% yield). This co... The reactants are CCOC(=O)Cc1ccc(-c2nc(COc3cc(COc4nn(-c5ccccc5)cc4C=Cc4csc(CC)n4)on3)c(C)o2)cc1, CCO, Cl, [Na+], C1CCOC1, [OH-], O. Product: CCc1nc(C=Cc2cn(-c3ccccc3)nc2OCc2cc(OCc3nc(-c4ccc(CC(=O)O)cc4)oc3C)no2)cs1. As a reaction SMILES: [CH2:1]([CH3:2])[c:3]1[s:4][cH:5][c:6]([CH:8]=[CH:9][c:10]2[c:11]([O:21][CH2:22][c:23]3[cH:24][c:25]([O:28][CH2:29][c:30]4[n:31][c:32](-[c:36]5[cH:37][cH:38][c:39]([CH2:42][C:43](=[O:44])[O:45][CH2:46][CH3:47])[cH:40][cH:41]5)[o:33][c:34]4[CH3:35])[n:26][o:27]3)[n:12][n:13](-[c:15]3[cH:16][cH:17][cH:18][cH:19][cH:20]3)[cH:14]2)[n:7]1.[CH3:57][CH2:58][OH:59].[ClH:55].[Na+:54].[O:48]1[CH2:49][CH2:50][CH2:51][CH2:52]1.[OH-:53].[OH2:56]>>[CH2:1]([CH3:2])[c:3]1[s:4][cH:5][c:6]([CH:8]=[CH:9][c:10]2[c:11]([O:21][CH2:22][c:23]3[cH:24][c:25]([O:28][CH2:29][c:30]4[n:31][c:32](-[c:36]5[cH:37][cH:38][c:39]([CH2:42][C:43](=[O:44])[OH:45])[cH:40][cH:41]5)[o:33][c:34]4[CH3:35])[n:26][o:27]3)[n:12][n:13](-[c:15]3[cH:16][cH:17][cH:18][cH:19][cH:20]3)[cH:14]2)[n:7]1.